This data is from the Open Reaction Database (ORD), a public repository of structured organic reaction records. The task is: describe an organic reaction: reactants, conditions, products, and yield Starting materials: O=C1NCC(C12CCN(CC2)C2(CCCCC2)C#N)C2=CC=CC=C2 (rac-1-(1-oxo-4-phenyl-2,8-diaza-spiro[4.5]dec-8-yl)-cyclohexanecarbonitrile), C1(=CC=CC=C1)[Mg]Br (phenylmagnesium bromide). Run in C1CCOC1 (THF). Yields the product C1(=CC=CC=C1)C1CNC(C12CCN(CC2)C2(CCCCC2)C2=CC=CC=C2)=O (rac-4-Phenyl-8-(1-phenyl-cyclohexyl)-2,8-diaza-spiro[4.5]decan-1-one). Yield: 92.2%. Reaction SMILES: [O:1]=[C:2]1[C:6]2([CH2:11][CH2:10][N:9]([C:12]3([C:18]#N)[CH2:17][CH2:16][CH2:15][CH2:14][CH2:13]3)[CH2:8][CH2:7]2)[CH:5]([C:20]2[CH:25]=[CH:24][CH:23]=[CH:22][CH:21]=2)[CH2:4][NH:3]1.[C:26]1([Mg]Br)[CH:31]=[CH:30]C=[CH:28][CH:27]=1>C1COCC1>[C:20]1([CH:5]2[C:6]3([CH2:7][CH2:8][N:9]([C:12]4([C:18]5[CH:30]=[CH:31][CH:26]=[CH:27][CH:28]=5)[CH2:17][CH2:16][CH2:15][CH2:14][CH2:13]4)[CH2:10][CH2:11]3)[C:2](=[O:1])[NH:3][CH2:4]2)[CH:25]=[CH:24][CH:23]=[CH:22][CH:21]=1. Procedure: To a solution of rac-1-(1-oxo-4-phenyl-2,8-diaza-spiro[4.5]dec-8-yl)-cyclohexanecarbonitrile (400 mg, 1.2 mmol) in dry THF (12 mL) under argon at 0° C. was added phenylmagnesium bromide (1 M in THF, 3.5 mL, 3.6 mmol) and the resulting mixture allowed to warm up to room temperature overnight. The reaction was quenched by the addition of ammonium chloride solution (sat., 20 mL) and the product extracted with ethyl acetate (2×50 mL). The combined organic extracts were then washed with brine (50 mL)... The reactants are O=C1Nc2nc(S(=O)(=O)Cc3ccccc3)ncc2CN1c1ccccc1Cl, C1CCOC1, CN1CCC(O)CC1, c1ccc(P(c2ccccc2)c2ccccn2)cc1. Product: CN1CCC(N2C(=O)N(c3ccccc3Cl)Cc3cnc(S(=O)(=O)Cc4ccccc4)nc32)CC1. Reaction SMILES: [Cl:1][c:2]1[c:3]([N:8]2[C:9](=[O:28])[NH:10][c:11]3[n:12][c:13]([S:18](=[O:19])(=[O:20])[CH2:21][c:22]4[cH:23][cH:24][cH:25][cH:26][cH:27]4)[n:14][cH:15][c:16]3[CH2:17]2)[cH:4][cH:5][cH:6][cH:7]1.[O:56]1[CH2:57][CH2:58][CH2:59][CH2:60]1.[OH:48][CH:49]1[CH2:50][CH2:51][N:52]([CH3:55])[CH2:53][CH2:54]1.[c:29]1([P:30]([c:31]2[cH:32][cH:33][cH:34][cH:35][cH:36]2)[c:37]2[cH:38][cH:39][cH:40][cH:41][n:42]2)[cH:43][cH:44][cH:45][cH:46][cH:47]1>>[Cl:1][c:2]1[c:3]([N:8]2[C:9](=[O:28])[N:10]([CH:49]3[CH2:50][CH2:51][N:52]([CH3:55])[CH2:53][CH2:54]3)[c:11]3[n:12][c:13]([S:18](=[O:19])(=[O:20])[CH2:21][c:22]4[cH:23][cH:24][cH:25][cH:26][cH:27]4)[n:14][cH:15][c:16]3[CH2:17]2)[cH:4][cH:5][cH:6][cH:7]1. Reactants: BrBr (bromine), Cl (HCl), [Cl-].[Al+3].[Cl-].[Cl-] (aluminium chloride), C(C)(=O)C1=C(C=C2CCCCC2=C1)O (7-acetyl-1,2,3,4-tetrahydro-6-hydroxynaphthalene). Run in ClCCl (dichloromethane), ClCCl (dichloromethane). Yields the product C(C)(=O)C1=C(C(=C2CCCCC2=C1)Br)O (7-acetyl-5-bromo-1,2,3,4-tetrahydro-6-hydroxynaphthalene). Yield: 78.9%. Reaction SMILES: [Cl-].[Al+3].[Cl-].[Cl-].[C:5]([C:8]1[CH:17]=[C:16]2[C:11]([CH2:12][CH2:13][CH2:14][CH2:15]2)=[CH:10][C:9]=1[OH:18])(=[O:7])[CH3:6].[Br:19]Br.Cl>ClCCl>[C:5]([C:8]1[CH:17]=[C:16]2[C:11]([CH2:12][CH2:13][CH2:14][CH2:15]2)=[C:10]([Br:19])[C:9]=1[OH:18])(=[O:7])[CH3:6] |f:0.1.2.3|. Procedure details: A mixture of aluminium chloride (8.15 g) and 7-acetyl-1,2,3,4-tetrahydro-6-hydroxynaphthalene (4.75 g) in dichloromethane (250 ml) was cooled to -10°. A solution of bromine (6.0 g) in dichloromethane (150 ml) was then added over 1 hour with constant stirring. The reaction mixture was allowed to warm to room temperature overnight, dilute HCl (400 ml) was added and the organic layer was separated, washed with water and dried (MgSO4). The solvent was filtered and the filtrate was evaporated to dryn... Starting materials: FC1=CC2=C(NC(C3=C(S2)SC2=C3CCCC2)=O)C=C1 (8-fluoro-1,2,3,4-tetrahydro-[1]benzothieno[2,3-b][1,5]benzothiazepin-12(11H)-one), CN1CCNCC1 (1-methylpiperazine), P(=O)(Cl)(Cl)Cl (phosphorus oxychloride), CN(C1=CC=CC=C1)C (N,N-dimethylaniline). Yields the product FC1=CC2=C(N=C(C3=C(S2)SC2=C3CCCC2)N2CCN(CC2)C)C=C1 (8-fluoro-1,2,3,4-tetrahydro-12-(4-methylpiperazin-1-yl)-[1]benzothieno[2,3-b][1,5]benzothiazepine). Reaction SMILES: [F:1][C:2]1[CH:20]=[CH:19][C:5]2[NH:6][C:7](=O)[C:8]3[C:13]4[CH2:14][CH2:15][CH2:16][CH2:17][C:12]=4[S:11][C:9]=3[S:10][C:4]=2[CH:3]=1.P(Cl)(Cl)(Cl)=O.CN(C)C1C=CC=CC=1.[CH3:35][N:36]1[CH2:41][CH2:40][NH:39][CH2:38][CH2:37]1>>[F:1][C:2]1[CH:20]=[CH:19][C:5]2[N:6]=[C:7]([N:39]3[CH2:40][CH2:41][N:36]([CH3:35])[CH2:37][CH2:38]3)[C:8]3[C:13]4[CH2:14][CH2:15][CH2:16][CH2:17][C:12]=4[S:11][C:9]=3[S:10][C:4]=2[CH:3]=1. Procedure: In the same manner as in Example 80 and using 8-fluoro-1,2,3,4-tetrahydro-[1]benzothieno[2,3-b][1,5]benzothiazepin-12(11H)-one, phosphorus oxychloride, N,N-dimethylaniline and 1-methylpiperazine, 8-fluoro-1,2,3,4-tetrahydro-12-(4-methylpiperazin-1-yl)-[1]benzothieno[2,3-b][1,5]benzothiazepine is obtained. The reactants are BrC1=CC(=C(C=C1)S(=O)(=O)Cl)F (4-bromo-2-fluorophenyl sulphonyl chloride), NCCCCO (4-aminobutanol). Yields the product OCCCCNS(=O)(=O)C1=C(C=C(C=C1)Br)F (4-Bromo-2-fluorophenyl-sulfonic acid-(4-hydroxybutyl)-amide). As a reaction SMILES: [Br:1][C:2]1[CH:7]=[CH:6][C:5]([S:8](Cl)(=[O:10])=[O:9])=[C:4]([F:12])[CH:3]=1.[NH2:13][CH2:14][CH2:15][CH2:16][CH2:17][OH:18]>>[OH:18][CH2:17][CH2:16][CH2:15][CH2:14][NH:13][S:8]([C:5]1[CH:6]=[CH:7][C:2]([Br:1])=[CH:3][C:4]=1[F:12])(=[O:10])=[O:9]. Procedure details: Using a method analogous to that described in Example 1, 4-bromo-2-fluorophenyl sulphonyl chloride was reacted with 4-aminobutanol, and the title compound obtained as a white solid after recrystallisation from ether/petrol. Starting materials: BrC1=NNC(=C1Br)Br (3,4,5-tribromopyrazole), BrC(C(=O)OCC)C (ethyl 2-bromopropionate), solid, C([O-])([O-])=O.[K+].[K+] (potassium carbonate), [OH-].[Na+] (sodium hydroxide), Cl (hydrochloric acid). The solvent is CC(=O)C (acetone). Conditions: time 10 minute. Yields the product BrC1=NN(C(=C1Br)Br)C(C(=O)O)C (3,4,5-tribromo-α-methylpyrazole-1-acetic acid). Yield: 95.0%. As a reaction SMILES: [Br:1][C:2]1[C:6]([Br:7])=[C:5]([Br:8])[NH:4][N:3]=1.C(=O)([O-])[O-].[K+].[K+].Br[CH:16]([CH3:22])[C:17]([O:19]CC)=[O:18].[OH-].[Na+].Cl>CC(C)=O>[Br:1][C:2]1[C:6]([Br:7])=[C:5]([Br:8])[N:4]([CH:16]([CH3:22])[C:17]([OH:19])=[O:18])[N:3]=1 |f:1.2.3,5.6|. Procedure: A quantity (3.04 gm., 0.01 mole) of 3,4,5-tribromopyrazole was dissolved in 70 ml. acetone and 2.76 gm. (0.02 mole) solid anhydrous potassium carbonate was added. The mixture was heated at the reflux temperature with stirring for 10 minutes and, after cooling, 2.0 gm. (0.011 mole) ethyl 2-bromopropionate was added. This reaction mixture was heated at the reflux temperature for 11/2 hrs. After cooling, an aqueous solution of sodium hydroxide (0.5 gm. in 90 ml. water) was added. The acetone was di...